Dataset: the Open Reaction Database (ORD), a public repository of structured organic reaction records. Task: describe an organic reaction: reactants, conditions, products, and yield The reactants are C1CCOC1, CCOC(C)=O, CCOC(=O)c1cc(OC)c(OS(=O)(=O)C(F)(F)F)c([N+](=O)[O-])c1, [Fe+2], [K+], [K+], O=C([O-])[O-], O, Cl[Pd]Cl, c1ccc(P(c2ccccc2)[c-]2cccc2)cc1, c1ccc(P(c2ccccc2)[c-]2cccc2)cc1. The product is CCOC(=O)c1cc(OC)c(C)c([N+](=O)[O-])c1. As a reaction SMILES: [CH2:31]1[O:32][CH2:33][CH2:34][CH2:35]1.[CH3:37][CH2:38][O:39][C:40]([CH3:41])=[O:42].[CH3:7][O:8][c:9]1[cH:10][c:11]([C:12](=[O:13])[O:14][CH2:15][CH3:16])[cH:17][c:18]([N+:28](=[O:29])[O-:30])[c:19]1[O:20][S:21]([C:22]([F:23])([F:24])[F:25])(=[O:26])=[O:27].[Fe+2:82].[K+:1].[K+:2].[O-:3][C:4]([O-:5])=[O:6].[OH2:36].[Pd:43]([Cl:44])[Cl:45].[cH:46]1[cH:47][cH:48][c:49]([P:50]([c:51]2[cH:52][cH:53][cH:54][cH:55][cH:56]2)[c-:57]2[cH:58][cH:59][cH:60][cH:61]2)[cH:62][cH:63]1.[cH:64]1[cH:65][cH:66][c:67]([P:68]([c:69]2[cH:70][cH:71][cH:72][cH:73][cH:74]2)[c-:75]2[cH:76][cH:77][cH:78][cH:79]2)[cH:80][cH:81]1>>[CH3:4][c:19]1[c:9]([O:8][CH3:7])[cH:10][c:11]([C:12](=[O:13])[O:14][CH2:15][CH3:16])[cH:17][c:18]1[N+:28](=[O:29])[O-:30].